From a dataset of the Open Reaction Database (ORD), a public repository of structured organic reaction records. describe an organic reaction: reactants, conditions, products, and yield Reactants: COC(C(CC1=CC=C(C=C1)N1CCC(CC1)CN(C1=NC=CC=C1)C(=O)OC(C)(C)C)NC(=O)OCC1=CC=CC=C1)=O (2-benzyloxycarbonylamino-3-(4-{4-[(tert-butoxycarbonyl-pyridin-2-yl-amino)methyl]piperidin-1-yl}phenyl)propionic acid methyl ester). The reagents and catalysts are [Pd] (Pd/C). Run in CO (methanol). Product: COC(C(CC1=CC=C(C=C1)N1CCC(CC1)CN(C1=NC=CC=C1)C(=O)OC(C)(C)C)N)=O (2-amino-3-(4-{4-[(tert-butoxycarbonyl-pyridin-2-yl-amino)methyl]piperidin-1-yl}phenyl)propionic acid methyl ester). As a reaction SMILES: [CH3:1][O:2][C:3](=[O:44])[CH:4]([NH:33]C(OCC1C=CC=CC=1)=O)[CH2:5][C:6]1[CH:11]=[CH:10][C:9]([N:12]2[CH2:17][CH2:16][CH:15]([CH2:18][N:19]([C:26]([O:28][C:29]([CH3:32])([CH3:31])[CH3:30])=[O:27])[C:20]3[CH:25]=[CH:24][CH:23]=[CH:22][N:21]=3)[CH2:14][CH2:13]2)=[CH:8][CH:7]=1>CO.[Pd]>[CH3:1][O:2][C:3](=[O:44])[CH:4]([NH2:33])[CH2:5][C:6]1[CH:11]=[CH:10][C:9]([N:12]2[CH2:17][CH2:16][CH:15]([CH2:18][N:19]([C:26]([O:28][C:29]([CH3:30])([CH3:31])[CH3:32])=[O:27])[C:20]3[CH:25]=[CH:24][CH:23]=[CH:22][N:21]=3)[CH2:14][CH2:13]2)=[CH:8][CH:7]=1. Procedure: 1.3 g (2.16 mmol) of (3) and 130 mg Pd/C (10%) in 50 ml methanol were stirred under a hydrogen atmosphere for 3 h. The reaction mixture was filtered over a pad of Celite and the solvent was evaporated to give crude (4) as oil which was used without further purification. Reactants: O=C(Nc1cccc2cnccc12)C(Cl)(Cl)Cl, NCc1ccc(N2CCCCC2)cc1, Nc1cc2c(NC(=O)C(Cl)(Cl)Cl)cccc2cn1. Yields the product Nc1cc2c(NC(=O)NCc3ccc(N4CCCCC4)cc3)cccc2cn1. Reaction SMILES: [Cl:33][C:34]([Cl:35])([Cl:36])[C:37]([NH:38][c:39]1[cH:40][cH:41][cH:42][c:43]2[c:44]1[cH:45][cH:46][n:47][cH:48]2)=[O:49].[N:1]1([c:7]2[cH:8][cH:9][c:10]([CH2:11][NH2:12])[cH:13][cH:14]2)[CH2:2][CH2:3][CH2:4][CH2:5][CH2:6]1.[NH2:15][c:16]1[n:17][cH:18][c:19]2[cH:20][cH:21][cH:22][c:23]([NH:26][C:27]([C:28]([Cl:29])([Cl:30])[Cl:31])=[O:32])[c:24]2[cH:25]1>>[N:1]1([c:7]2[cH:8][cH:9][c:10]([CH2:11][NH:12][C:27]([NH:26][c:23]3[cH:22][cH:21][cH:20][c:19]4[cH:18][n:17][c:16]([NH2:15])[cH:25][c:24]43)=[O:32])[cH:13][cH:14]2)[CH2:2][CH2:3][CH2:4][CH2:5][CH2:6]1. The reactants are C([O-])(O)=O.[Na+] (sodium bicarbonate), C(C)(=O)NC(C(=O)O)C(COC)O (2-Acetamido-3-hydroxy-4-methoxybutanoic acid), COS(=O)(=O)OC (Dimethylsulfate), C([O-])(O)=O.[Na+] (sodium bicarbonate), [Cl-].[Na+] (sodium chloride). Solvent: [OH-].[K+] (KOH), O (water). Run at time 2 hour. The product is COC(C(C(COC)O)NC(C)=O)=O (2-acetamido-3-hydroxy-4-methoxybutanoic acid methyl ester). Reaction SMILES: [C:1]([NH:4][CH:5]([CH:9]([OH:13])[CH2:10][O:11][CH3:12])[C:6]([OH:8])=[O:7])(=[O:3])[CH3:2].[CH3:14]OS(OC)(=O)=O.C(=O)(O)[O-].[Na+].[Cl-].[Na+]>O.[OH-].[K+]>[CH3:14][O:7][C:6](=[O:8])[CH:5]([NH:4][C:1](=[O:3])[CH3:2])[CH:9]([OH:13])[CH2:10][O:11][CH3:12] |f:2.3,4.5,7.8|. Procedure details: The crude carboxylic acid was dissolved in 250 ml of water and the solution neutralized (pH 7 as indicated by pH paper) in 1 N KOH. Dimethylsulfate (30 ml) was added and the resultant two phase system was stirred vigorously for 21/2 hrs. During this time, the pH was maintained at approximately 7 by the periodic addition of saturated sodium bicarbonate solution. The temperature was then brought to 60° for 45 min and solid sodium bicarbonate was added in order to maintain pH 7. The reaction mixtur... The reactants are CC(CCO)N(Cc1ccccc1)C(C)c1ccccc1, C1CCOC1, CI, [H-], [Na+]. Product: COCCC(C)N(Cc1ccccc1)C(C)c1ccccc1. Reaction SMILES: [CH2:1]([c:2]1[cH:3][cH:4][cH:5][cH:6][cH:7]1)[N:8]([CH:9]([CH2:10][CH2:11][OH:12])[CH3:13])[CH:14]([CH3:15])[c:16]1[cH:17][cH:18][cH:19][cH:20][cH:21]1.[CH2:26]1[O:27][CH2:28][CH2:29][CH2:30]1.[CH3:24][I:25].[H-:22].[Na+:23]>>[CH2:1]([c:2]1[cH:3][cH:4][cH:5][cH:6][cH:7]1)[N:8]([CH:9]([CH2:10][CH2:11][O:12][CH3:24])[CH3:13])[CH:14]([CH3:15])[c:16]1[cH:17][cH:18][cH:19][cH:20][cH:21]1.